This data is from the Open Reaction Database (ORD), a public repository of structured organic reaction records. The task is: describe an organic reaction: reactants, conditions, products, and yield The reactants are C(C)OC(CNCC1=CC=NC=C1)OCC (2,2-diethoxy-N-(pyridin-4-ylmethyl)ethanamine), C(C)OC(CNCC1=CC=NC=C1)OCC (2,2-diethoxy-N-(pyridin-4-ylmethyl)ethanamine), C1=CC=CC=2C3=CC=CC=C3C(C12)COC(=O)N[C@H](C(=O)O)CC1=CC=C(C=C1)OC(C)(C)C ((S)-2-(((9H-fluoren-9-yl)methoxy)carbonylamino)-3-(4-tert-butoxyphenyl)propanoic acid). Product: C(C)(C)(C)OC1=CC=C(C=C1)C[C@@H](C(=O)N(CC1=CC=NC=C1)CC(OCC)OCC)NC(OCC1C2=CC=CC=C2C=2C=CC=CC12)=O ((S)-(9H-fluoren-9-yl)methyl 3-(4-tert-butoxyphenyl)-1-((2,2-diethoxyethyl)(pyridin-4-ylmethyl)amino)-1-oxopropan-2-ylcarbamate). Yield: 85.8%. As a reaction SMILES: [CH2:1]([O:3][CH:4]([O:14][CH2:15][CH3:16])[CH2:5][NH:6][CH2:7][C:8]1[CH:13]=[CH:12][N:11]=[CH:10][CH:9]=1)[CH3:2].[CH:17]1[C:29]2[CH:28]([CH2:30][O:31][C:32]([NH:34][C@@H:35]([CH2:39][C:40]3[CH:45]=[CH:44][C:43]([O:46][C:47]([CH3:50])([CH3:49])[CH3:48])=[CH:42][CH:41]=3)[C:36](O)=[O:37])=[O:33])[C:27]3[C:22](=[CH:23][CH:24]=[CH:25][CH:26]=3)[C:21]=2[CH:20]=[CH:19][CH:18]=1>>[C:47]([O:46][C:43]1[CH:42]=[CH:41][C:40]([CH2:39][C@H:35]([NH:34][C:32](=[O:33])[O:31][CH2:30][CH:28]2[C:29]3[CH:17]=[CH:18][CH:19]=[CH:20][C:21]=3[C:22]3[C:27]2=[CH:26][CH:25]=[CH:24][CH:23]=3)[C:36]([N:6]([CH2:5][CH:4]([O:3][CH2:1][CH3:2])[O:14][CH2:15][CH3:16])[CH2:7][C:8]2[CH:13]=[CH:12][N:11]=[CH:10][CH:9]=2)=[O:37])=[CH:45][CH:44]=1)([CH3:50])([CH3:48])[CH3:49]. Procedure details: According to the procedure described in the synthesis method of Compound III-5, 2,2-diethoxy-N-(pyridin-4-ylmethyl)ethanamine (Compound IX-15) (70.8 g, 315 mmol) was coupled with (S)-2-(((9H-fluoren-9-yl)methoxy)carbonylamino)-3-(4-tert-butoxyphenyl)propanoic acid (128.6 g, 280 mmol) and the obtained residue was purified by silica gel column chromatography (eluent: n-hexane:ethyl acetate=1:1 to 0:100) to obtain the title compound (160.0 g, 76%). Isolated yield 63.5%. As a reaction SMILES: Cl.[Cl:2][C:3]1[CH:4]=[C:5]([NH2:18])[C:6]([NH:9][CH:10]([C:12]2[CH:13]=[N:14][CH:15]=[CH:16][CH:17]=2)[CH3:11])=[CH:7][CH:8]=1.N[C:20](N)=[O:21].O>ClC(Cl)Cl>[Cl:2][C:3]1[CH:8]=[CH:7][C:6]2[N:9]([CH:10]([C:12]3[CH:13]=[N:14][CH:15]=[CH:16][CH:17]=3)[CH3:11])[C:20](=[O:21])[NH:18][C:5]=2[CH:4]=1 |f:0.1|. Reactants: 41.5, Cl.ClC=1C=C(C(=CC1)NC(C)C=1C=NC=CC1)N (4-chloro-N1 -[1-(3-pyridinyl)ethyl]-1,2-benzenediamine monohydrochloride), NC(=O)N (urea), O (water). Procedure: A mixture of 41.5 parts of 4-chloro-N1 -[1-(3-pyridinyl)ethyl]-1,2-benzenediamine monohydrochloride and 27 parts of urea is stirred and heated for 1.50 hours in an oil-bath at about 190° C. The reaction mixture is cooled, water and trichloromethane are added and the layers are separated. The organic phase is dried, filtered and evaporated. The residue is crystallized from a mixture of 4-methyl-2-pentanone and 2,2'-oxybispropane. The product is filtered off and dried, yielding 26 parts (63.5%) of... Reaction conditions: temperature 190 celsius. Product: 26, ClC1=CC2=C(N(C(N2)=O)C(C)C=2C=NC=CC2)C=C1 (5-chloro-1,3-dihydro-1-[1-(3-pyridinyl)ethyl]-2H-benzimidazol-2-one). Solvent: ClC(Cl)Cl (trichloromethane). Reactants: ClC=1C=C(C(=O)Cl)C=CC1Cl (3,4-Dichlorobenzoyl chloride), NC1=C(C=CC(=C1)[N+](=O)[O-])O (2-amino-4-nitrophenol), C1(=CC=C(C=C1)S(=O)(=O)O)C (para-Toluenesulfonic acid). Solvent: C1(=CC=CC=C1)C (toluene). Yields the product ClC=1C=C(C=CC1Cl)C=1OC2=C(N1)C=C(C=C2)[N+](=O)[O-] (2-(3,4-dichlorophenyl)-5-nitrobenzoxazole). RXN SMILES: [Cl:1][C:2]1[CH:3]=[C:4]([CH:8]=[CH:9][C:10]=1[Cl:11])[C:5](Cl)=[O:6].[NH2:12][C:13]1[CH:18]=[C:17]([N+:19]([O-:21])=[O:20])[CH:16]=[CH:15][C:14]=1O.C1(C)C=CC(S(O)(=O)=O)=CC=1>C1(C)C=CC=CC=1>[Cl:1][C:2]1[CH:3]=[C:4]([C:5]2[O:6][C:14]3[CH:15]=[CH:16][C:17]([N+:19]([O-:21])=[O:20])=[CH:18][C:13]=3[N:12]=2)[CH:8]=[CH:9][C:10]=1[Cl:11]. Procedure: 3,4-Dichlorobenzoyl chloride (4.6 g, 0.022 mol) is added to 2-amino-4-nitrophenol (3.4 g, 0.022 mol) in toluene (250 ml) and the mixture is refluxed for 24 hours. para-Toluenesulfonic acid (1.0 g) is added, the mixture is refluxed for 24 hours and cooled, and the product is filtered off. It is recrystallized from isopropyl ether. Yield: 6.8 g; IR (KBr): 3100, 1531, 1350 cm−1. Procedure: In substantially the same manner as in Reference Example 31, 3,5-dimethylbenzamide was allowed to react with 1,3-dichloroacetone to give 4-chloromethyl-2-(3,5-dimethylphenyl)oxazole. The yield was 52%. Recrystallization from isopropyl ether gave colorless needles, mp 76-77° C. Isolated yield 52.0%. Product: ClCC=1N=C(OC1)C1=CC(=CC(=C1)C)C (4-chloromethyl-2-(3,5-dimethylphenyl)oxazole). Reaction SMILES: [CH3:1][C:2]1[CH:3]=[C:4]([CH:8]=[C:9]([CH3:11])[CH:10]=1)[C:5]([NH2:7])=[O:6].[Cl:12][CH2:13][C:14]([CH2:16]Cl)=O>>[Cl:12][CH2:13][C:14]1[N:7]=[C:5]([C:4]2[CH:8]=[C:9]([CH3:11])[CH:10]=[C:2]([CH3:1])[CH:3]=2)[O:6][CH:16]=1. Starting materials: CC=1C=C(C(=O)N)C=C(C1)C (3,5-dimethylbenzamide), ClCC(=O)CCl (1,3-dichloroacetone).